This data is from the Open Reaction Database (ORD), a public repository of structured organic reaction records. The task is: describe an organic reaction: reactants, conditions, products, and yield Yields the product Cc1c(CN(C)C(=O)C=Cc2cnc3c(c2)CN(C(=O)OC(C)(C)C)CCCN3)oc2ccccc12. Starting materials: CC(C)(C)OC(=O)N1CCCNc2ncc(Br)cc2C1, CCC#N, C=CC(=O)N(C)Cc1oc2ccccc2c1C, CC(=O)[O-], CC(=O)[O-], CN(C)C=O, [Pd+2]. Reaction SMILES: [Br:1][c:2]1[cH:3][c:4]2[c:5]([n:19][cH:20]1)[NH:6][CH2:7][CH2:8][CH2:9][N:10]([C:12](=[O:13])[O:14][C:15]([CH3:16])([CH3:17])[CH3:18])[CH2:11]2.[C:43](#[N:44])[CH2:45][CH3:46].[CH3:21][N:22]([C:23]([CH:24]=[CH2:25])=[O:26])[CH2:27][c:28]1[o:29][c:30]2[c:31]([c:32]1[CH3:33])[cH:34][cH:35][cH:36][cH:37]2.[O-:48][C:49]([CH3:50])=[O:51].[O-:52][C:53]([CH3:54])=[O:55].[O:38]=[CH:39][N:40]([CH3:41])[CH3:42].[Pd+2:47]>>[c:2]1([CH:25]=[CH:24][C:23]([N:22]([CH3:21])[CH2:27][c:28]2[o:29][c:30]3[c:31]([c:32]2[CH3:33])[cH:34][cH:35][cH:36][cH:37]3)=[O:26])[cH:3][c:4]2[c:5]([n:19][cH:20]1)[NH:6][CH2:7][CH2:8][CH2:9][N:10]([C:12](=[O:13])[O:14][C:15]([CH3:16])([CH3:17])[CH3:18])[CH2:11]2. The reactants are COC1=CC=C(C=C1)C1=C(C2=C(S1=O)C=C(C=C2)OC(N(CC)CC)=O)OC2=CC=C(C=C2)OCCN2CCCCC2 (Diethyl-carbamic acid 2-(4-methoxy-phenyl)-1-oxo-3-[4-(2-piperidin-1-yl-ethoxy)-phenoxy]-1H-1Lambda*4*-benzo[b]thiophen-6-yl ester), Na2S2O3.5H2O, C(=O)(O)[O-].[Na+] (NaHCO3), resultant solution, Cl (hydrochloric acid), C(Cl)Cl (CH2Cl2). Run in C(CC)O (n-propyl alcohol), petroleum ether, C(C)(=O)OCC (ethyl acetate), CCCCCC (hexane). Run at time 4 hour. The product is COC1=CC=C(C=C1)C1=C(C2=C(S1)C=C(C=C2)OC(N(CC)CC)=O)OC2=CC=C(C=C2)OCCN2CCCCC2 (Diethyl-carbamic acid 2-(4-methoxy-phenyl)-3-[4-(2-piperidin-1-yl-ethoxy)-phenoxy]-benzo[b]thiophen-6-yl ester). RXN SMILES: [CH3:1][O:2][C:3]1[CH:8]=[CH:7][C:6]([C:9]2[S:13](=O)[C:12]3[CH:15]=[C:16]([O:19][C:20](=[O:26])[N:21]([CH2:24][CH3:25])[CH2:22][CH3:23])[CH:17]=[CH:18][C:11]=3[C:10]=2[O:27][C:28]2[CH:33]=[CH:32][C:31]([O:34][CH2:35][CH2:36][N:37]3[CH2:42][CH2:41][CH2:40][CH2:39][CH2:38]3)=[CH:30][CH:29]=2)=[CH:5][CH:4]=1.Cl.C([O-])(O)=O.[Na+].C(Cl)Cl>C(O)CC.CCCCCC.C(OCC)(=O)C>[CH3:1][O:2][C:3]1[CH:4]=[CH:5][C:6]([C:9]2[S:13][C:12]3[CH:15]=[C:16]([O:19][C:20](=[O:26])[N:21]([CH2:22][CH3:23])[CH2:24][CH3:25])[CH:17]=[CH:18][C:11]=3[C:10]=2[O:27][C:28]2[CH:29]=[CH:30][C:31]([O:34][CH2:35][CH2:36][N:37]3[CH2:42][CH2:41][CH2:40][CH2:39][CH2:38]3)=[CH:32][CH:33]=2)=[CH:7][CH:8]=1 |f:2.3|. Procedure: Dissolve diethyl-carbamic acid 2-(4-methoxy-phenyl)-1-oxo-3-[4-(2-piperidin-1-yl-ethoxy)-phenoxy]-1H-1Lambda*4*-benzo[b]thiophen-6-yl ester (Example 1) (4.0 g, 6.8 mmol) in 80 mL n-propyl alcohol with stirring and then cool the resultant solution to −10° C. Add 37% hydrochloric acid (6.7 g, 67 9 mmol) dropwise at −10° C. within a 10 minute time period. After the mixture is warmed up to ambient temperature, add Na2S2O3.5H2O (6.7 g, 27 0 mmol) and allow the reaction to occur at ambient temperature...